Dataset: the Open Reaction Database (ORD), a public repository of structured organic reaction records. Task: describe an organic reaction: reactants, conditions, products, and yield Reactants: [NH4+].[Cl-] (NH4Cl), FC1=C(C=C(C=C1)F)N1C=NC(=C1)I (1-(2,5-difluorophenyl)-4-iodo-1H-imidazole), C(CCC)[Sn](CCCC)(CCCC)Cl (Tributyltin chloride), C(C)(C)[Mg]Cl (Isopropylmagnesium chloride). The solvent is O1CCCC1 (tetrahydrofuran). Conditions: time 1.5 hour. The product is FC1=C(C=C(C=C1)F)N1C=NC(=C1)[Sn](CCCC)(CCCC)CCCC (1-(2,5-difluoro-phenyl)-4-tributylstannanyl-1H-imidazole). Yield: 111.1%. RXN SMILES: [F:1][C:2]1[CH:7]=[CH:6][C:5]([F:8])=[CH:4][C:3]=1[N:9]1[CH:13]=[C:12](I)[N:11]=[CH:10]1.C([Mg]Cl)(C)C.[CH2:20]([Sn:24](Cl)([CH2:29][CH2:30][CH2:31][CH3:32])[CH2:25][CH2:26][CH2:27][CH3:28])[CH2:21][CH2:22][CH3:23].[NH4+].[Cl-]>O1CCCC1>[F:1][C:2]1[CH:7]=[CH:6][C:5]([F:8])=[CH:4][C:3]=1[N:9]1[CH:13]=[C:12]([Sn:24]([CH2:25][CH2:26][CH2:27][CH3:28])([CH2:29][CH2:30][CH2:31][CH3:32])[CH2:20][CH2:21][CH2:22][CH3:23])[N:11]=[CH:10]1 |f:3.4|. Procedure: A solution of 1-(2,5-difluorophenyl)-4-iodo-1H-imidazole (0.115 g, 0.38 mmol) in 2 mL of tetrahydrofuran was chilled in an ice/water bath 5 min. Isopropylmagnesium chloride solution (2.0 M in tetrahydrofuran, 0.190 mL, 0.38 mmol) was added all at once. The bath was removed, and the pale yellow solution stirred 1.5 h. Tributyltin chloride (0.105 mL, 0.39 mmol) was added all at once, and the pale yellow solution was stirred 1.5 h. A sat. aq. NH4Cl solution (10 mL) was added, and the mixture was ex... Procedure details: 3-(4-(2-Quinolinylmethyloxy)benzyl)benzyl alcohol mesylate (0.0018 mol) with sodium cyanide (0.0036 mol) in dimethylsulfoxide (10 ml) is stirred at ambient temperature. After the consumption of sulfate, the reaction is diluted with water and extracted with ethyl acetate. The organic extracts are dried and evaporated to give 3-(4-(2-quinolinylmethyloxy)benzyl)phenylacetonitrile. Reactants: S(C)(=O)(=O)OCC1=CC(=CC=C1)CC1=CC=C(C=C1)OCC1=NC2=CC=CC=C2C=C1 (3-(4-(2-Quinolinylmethyloxy)benzyl)benzyl alcohol mesylate), [C-]#N.[Na+] (sodium cyanide). The product is N1=C(C=CC2=CC=CC=C12)COC1=CC=C(CC=2C=C(C=CC2)CC#N)C=C1 (3-(4-(2-quinolinylmethyloxy)benzyl)phenylacetonitrile). RXN SMILES: S(O[CH2:6][C:7]1[CH:12]=[CH:11][CH:10]=[C:9]([CH2:13][C:14]2[CH:19]=[CH:18][C:17]([O:20][CH2:21][C:22]3[CH:31]=[CH:30][C:29]4[C:24](=[CH:25][CH:26]=[CH:27][CH:28]=4)[N:23]=3)=[CH:16][CH:15]=2)[CH:8]=1)(=O)(=O)C.[C-:32]#[N:33].[Na+]>CS(C)=O>[N:23]1[C:24]2[C:29](=[CH:28][CH:27]=[CH:26][CH:25]=2)[CH:30]=[CH:31][C:22]=1[CH2:21][O:20][C:17]1[CH:16]=[CH:15][C:14]([CH2:13][C:9]2[CH:8]=[C:7]([CH2:6][C:32]#[N:33])[CH:12]=[CH:11][CH:10]=2)=[CH:19][CH:18]=1 |f:1.2|. The solvent is CS(=O)C (dimethylsulfoxide). Starting materials: [OH-].[Na+] (NaOH), FC=1C(=C(C=C(C1)F)OC)[N+](=O)[O-] (3,5-difluoro-2-nitroanisole). The solvent is Cl (HCl), CS(=O)C (DMSO). Product: FC=1C=C(C(=C(C1)O)[N+](=O)[O-])OC (5-fluoro-3-methoxy-2-nitrophenol). Yield: 50.5%. Reaction SMILES: [OH-:1].[Na+].F[C:4]1[C:5]([N+:13]([O-:15])=[O:14])=[C:6]([O:11][CH3:12])[CH:7]=[C:8]([F:10])[CH:9]=1>CS(C)=O.Cl>[F:10][C:8]1[CH:7]=[C:6]([O:11][CH3:12])[C:5]([N+:13]([O-:15])=[O:14])=[C:4]([OH:1])[CH:9]=1 |f:0.1|. Procedure details: In 10N NaOH (13.1 ml, 131 mmol) and DMSO (25 ml), 3,5-difluoro-2-nitroanisole (8.29 g, 43.8 mmol) was stirred at 50° C. for 5 hours. After cooling, the reaction mixture was poured in 1N HCl (200 ml), followed by extraction with ethyl acetate (300 ml). The extract was washed with saturated brine (2×100 ml), dried over anhydrous magnesium sulfate and distilled under reduced pressure to remove the solvent. The residue was purified by chromatography on a silica gel column, whereby from hexane-ethyl ... The reactants are C(C)C1(CCNCC1)C (4-ethyl-4-methylpiperidine), CCN(C(C)C)C(C)C (DIEA), BrC=1C(=C(C(=NC1C)C)C(C(=O)OC(C)C)=O)Cl (isopropyl 2-(5-bromo-4-chloro-2,6-dimethylpyridin-3-yl)-2-oxoacetate). Solvent: CCOCC (ether), CC#N (CH3CN). Conditions: temperature 80 celsius, time 24 hour. The product is BrC=1C(=C(C(=NC1C)C)C(C(=O)OC(C)C)=O)N1CCC(CC1)(C)CC (isopropyl 2-(5-bromo-4-(4-ethyl-4-methylpiperidin-1-yl)-2,6-dimethylpyridin-3-yl)-2-oxoacetate). The yield is 98.7%. As a reaction SMILES: [CH2:1]([C:3]1([CH3:9])[CH2:8][CH2:7][NH:6][CH2:5][CH2:4]1)[CH3:2].CCN(C(C)C)C(C)C.[Br:19][C:20]1[C:21](Cl)=[C:22]([C:28](=[O:35])[C:29]([O:31][CH:32]([CH3:34])[CH3:33])=[O:30])[C:23]([CH3:27])=[N:24][C:25]=1[CH3:26]>CC#N.CCOCC>[Br:19][C:20]1[C:21]([N:6]2[CH2:7][CH2:8][C:3]([CH2:1][CH3:2])([CH3:9])[CH2:4][CH2:5]2)=[C:22]([C:28](=[O:35])[C:29]([O:31][CH:32]([CH3:33])[CH3:34])=[O:30])[C:23]([CH3:27])=[N:24][C:25]=1[CH3:26]. Reported procedure: To a solution of 4-ethyl-4-methylpiperidine (0.760 g, 5.98 mmol) and DIEA (2.1 mL, 11.9 mmol) in anhydrous CH3CN (15 mL) was added isopropyl 2-(5-bromo-4-chloro-2,6-dimethylpyridin-3-yl)-2-oxoacetate (2.0 g, 5.98 mmol) at rt. The resulting mixture was placed in a pre-heated oil bath (80° C.) and stirred for 24 h; cooled, diluted with ether, washed with water, brine, and dried (MgSO4). The crude product was charged (DCM) to a 80 g ISCO silica gel cartridge and gradient eluted (5-15% EtOAc/hexanes... Procedure details: 0.33 g of 2-(methylaminocarbonyl)quinoxaline in 15 ml of ethanol is hydrogenated in the presence of 0.07 g of palladium-on-charcoal (10% of Pd) at room temperature for 6 h: Rf (P)=0.45. Starting materials: CNC(=O)C1=NC2=CC=CC=C2N=C1 (2-(methylaminocarbonyl)quinoxaline), C(CCC)NC([C@@H](C[C@@H]([C@H](CC(CC(=O)N1C(CCC2=CC=CC=C12)C(=O)OC)(C)C)NC(=O)OC(C)(C)C)O)C)=O (5(S)-tert-butoxycarbonylamino-4(S)-hydroxy-2(R),7,7-trimethyl-8-[2(R,S)-methoxycarbonyl-1,2,3,4-tetrahydroquinolin-1-yl-carbonyl]-octanoic acid (N-butyl)amide). Reagents/catalysts: [Pd] (palladium-on-charcoal). Product: CNC(=O)C1NC2=CC=CC=C2NC1 (2(R,S)-Methylaminocarbonyl-1,2,3,4-tetrahydroquinoxaline). Reaction SMILES: [CH3:1][NH:2][C:3]([C:5]1[CH:14]=[N:13][C:12]2[C:7](=[CH:8][CH:9]=[CH:10][CH:11]=2)[N:6]=1)=[O:4].C(NC(=O)[C@H](C)C[C@H](O)[C@@H](NC(OC(C)(C)C)=O)CC(C)(C)CC(N1C2C(=CC=CC=2)CCC1C(OC)=O)=O)CCC>C(O)C.[Pd]>[CH3:1][NH:2][C:3]([CH:5]1[CH2:14][NH:13][C:12]2[C:7](=[CH:8][CH:9]=[CH:10][CH:11]=2)[NH:6]1)=[O:4]. The solvent is C(C)O (ethanol). Starting materials: C1COCCN1, C1CCOC1, CC(OP(=O)(Oc1ccccc1)c1ccccc1)=C(C(=O)OCc1ccc([N+](=O)[O-])cc1)N1C(=O)C2N=C(COc3ccccc3)SC21. Product: CC(=C(C(=O)OCc1ccc([N+](=O)[O-])cc1)N1C(=O)C2N=C(COc3ccccc3)SC21)N1CCOCC1. As a reaction SMILES: [CH2:49]1[CH2:50][O:51][CH2:52][CH2:53][NH:54]1.[O:55]1[CH2:56][CH2:57][CH2:58][CH2:59]1.[c:1]1([P:2](=[O:3])([O:4][C:16](=[C:17]([C:18](=[O:19])[O:20][CH2:21][c:22]2[cH:23][cH:24][c:25]([N+:28](=[O:29])[O-:30])[cH:26][cH:27]2)[N:31]2[CH:32]3[S:33][C:34]([CH2:39][O:40][c:41]4[cH:42][cH:43][cH:44][cH:45][cH:46]4)=[N:35][CH:36]3[C:37]2=[O:38])[CH3:47])[O:5][c:6]2[cH:7][cH:8][cH:9][cH:10][cH:11]2)[cH:12][cH:13][cH:14][cH:15][cH:48]1>>[C:16](=[C:17]([C:18](=[O:19])[O:20][CH2:21][c:22]1[cH:23][cH:24][c:25]([N+:28](=[O:29])[O-:30])[cH:26][cH:27]1)[N:31]1[CH:32]2[S:33][C:34]([CH2:39][O:40][c:41]3[cH:42][cH:43][cH:44][cH:45][cH:46]3)=[N:35][CH:36]2[C:37]1=[O:38])([CH3:47])[N:54]1[CH2:49][CH2:50][O:51][CH2:52][CH2:53]1.